This data is from the Open Reaction Database (ORD), a public repository of structured organic reaction records. The task is: describe an organic reaction: reactants, conditions, products, and yield Reactants: ice water, FC1=CC=C(C=O)C=C1 (p-fluorobenzaldehyde), C(C)OC=CC(=O)OCC (ethyl 3-ethoxyacrylate), NC(=O)N (urea), SiO2 NaHSO4. Solvent: C(C)#N (acetonitrile). Yields the product C(C)OC(=O)C=1C(NC(NC1)=O)C1=CC=C(C=C1)F (4-(4-fluoro-phenyl)-2-oxo-1,2,3,4-tetrahydro-pyrimidine-5-carboxylic acid ethyl ester). RXN SMILES: [F:1][C:2]1[CH:9]=[CH:8][C:5]([CH:6]=O)=[CH:4][CH:3]=1.C(O[CH:13]=[CH:14][C:15]([O:17][CH2:18][CH3:19])=[O:16])C.[NH2:20][C:21]([NH2:23])=[O:22]>C(#N)C>[CH2:18]([O:17][C:15]([C:14]1[CH:6]([C:5]2[CH:8]=[CH:9][C:2]([F:1])=[CH:3][CH:4]=2)[NH:20][C:21](=[O:22])[NH:23][CH:13]=1)=[O:16])[CH3:19]. Procedure details: 4-(4-Fluoro-phenyl)-2-oxo-1,2,3,4-tetrahydro-pyrimidine-5-carboxylic acid ethyl ester was prepared using the Biginelli reaction following the procedure reported in WO 2007/101213). Briefly, to a solution of p-fluorobenzaldehyde (7.5 mL) in 200 mL acetonitrile was added ethyl 3-ethoxyacrylate (10.7 mL), urea (5.0 g) and freshly dried SiO2—NaHSO4 (3.7 g). The solution was heated at reflux for 18 hours, then cooled and poured into ice water. The precipitate was recovered by filtration and air-dried...